From a dataset of the Open Reaction Database (ORD), a public repository of structured organic reaction records. describe an organic reaction: reactants, conditions, products, and yield The reactants are COc1ccc(N)cc1, O=C(O)c1cccc(S(=O)(=O)c2ccccc2)c1. Yields the product COc1ccc(NC(=O)c2cccc(S(=O)(=O)c3ccccc3)c2)cc1. As a reaction SMILES: [CH3:19][O:20][c:21]1[cH:22][cH:23][c:24]([NH2:25])[cH:26][cH:27]1.[c:1]1([S:7](=[O:8])(=[O:9])[c:10]2[cH:11][c:12]([C:13](=[O:14])[OH:15])[cH:16][cH:17][cH:18]2)[cH:2][cH:3][cH:4][cH:5][cH:6]1>>[c:1]1([S:7](=[O:8])(=[O:9])[c:10]2[cH:11][c:12]([C:13](=[O:15])[NH:25][c:24]3[cH:23][cH:22][c:21]([O:20][CH3:19])[cH:27][cH:26]3)[cH:16][cH:17][cH:18]2)[cH:2][cH:3][cH:4][cH:5][cH:6]1.